Dataset: the Open Reaction Database (ORD), a public repository of structured organic reaction records. Task: describe an organic reaction: reactants, conditions, products, and yield Reactants: ClC1=C(C(=CC(=C1)CCl)Cl)C=1NC2=C(C3=C(NC4=C2C=CN=C4)N=CC=C3)N1 (2-[2,6-dichloro-4-(chloromethyl)phenyl]-3,8-dihydroimidazo[4,5-d]dipyrido[2,3-b:4′,3′-f]azepine), [C-]#N.[Na+] (sodium cyanide). Solvent: CS(=O)C (dimethyl sulfoxide), CO (methanol). Product: ClC=1C=C(C=C(C1C=1NC2=C(C3=C(NC4=C2C=CN=C4)N=CC=C3)N1)Cl)CC#N ([3,5-dichloro-4-(3,8-dihydroimidazo[4,5-d]dipyrido[2,3-b: 4′,3′-f]azepin-2-yl)phenyl]acetonitrile). Yield: 45.3%. As a reaction SMILES: [Cl:1][C:2]1[CH:7]=[C:6]([CH2:8]Cl)[CH:5]=[C:4]([Cl:10])[C:3]=1[C:11]1[NH:12][C:13]2[C:19]3[CH:20]=[CH:21][N:22]=[CH:23][C:18]=3[NH:17][C:16]3[N:24]=[CH:25][CH:26]=[CH:27][C:15]=3[C:14]=2[N:28]=1.[C-:29]#[N:30].[Na+]>CS(C)=O.CO>[Cl:1][C:2]1[CH:7]=[C:6]([CH2:8][C:29]#[N:30])[CH:5]=[C:4]([Cl:10])[C:3]=1[C:11]1[NH:12][C:13]2[C:19]3[CH:20]=[CH:21][N:22]=[CH:23][C:18]=3[NH:17][C:16]3[N:24]=[CH:25][CH:26]=[CH:27][C:15]=3[C:14]=2[N:28]=1 |f:1.2|. Procedure: A solution of 2-[2,6-dichloro-4-(chloromethyl)phenyl]-3,8-dihydroimidazo[4,5-d]dipyrido[2,3-b:4′,3′-f]azepine (8.7 mg, 0.02 mmol), sodium cyanide (2.0 mg, 0.04 mmol) in dimethyl sulfoxide (1.0 mL) was stirred at 25° C. for 1 hour. The reaction mixture was diluted with methanol and purified on preparative LCMS at pH 10 to give the desired product (3.8 mg, 45%). LC/MS: 419 (M+H)+. The reactants are C(C1=CC=CC=C1)OC1=C(C(=S)NN2CCCCC2)C=C(C(=C1)OCC1=CC=CC=C1)C(C)C (2,4-bis-benzyloxy-5-isopropyl-N-piperidin-1-yl-thiobenzamide), O.NN (hydrazine monohydrate). Solvent: C(C)O (ethanol). Product: C(C1=CC=CC=C1)OC1=C(C=C(C(=C1)OCC1=CC=CC=C1)C(C)C)C(NN1CCCCC1)=NN (2,4-bis-benzyloxy-5-isopropyl-N-piperidin-1-yl-benzene-carbohydrazonamide). RXN SMILES: [CH2:1]([O:8][C:9]1[CH:23]=[C:22]([O:24][CH2:25][C:26]2[CH:31]=[CH:30][CH:29]=[CH:28][CH:27]=2)[C:21]([CH:32]([CH3:34])[CH3:33])=[CH:20][C:10]=1[C:11]([NH:13][N:14]1[CH2:19][CH2:18][CH2:17][CH2:16][CH2:15]1)=S)[C:2]1[CH:7]=[CH:6][CH:5]=[CH:4][CH:3]=1.O.[NH2:36][NH2:37]>C(O)C>[CH2:1]([O:8][C:9]1[CH:23]=[C:22]([O:24][CH2:25][C:26]2[CH:31]=[CH:30][CH:29]=[CH:28][CH:27]=2)[C:21]([CH:32]([CH3:34])[CH3:33])=[CH:20][C:10]=1[C:11](=[N:36][NH2:37])[NH:13][N:14]1[CH2:19][CH2:18][CH2:17][CH2:16][CH2:15]1)[C:2]1[CH:7]=[CH:6][CH:5]=[CH:4][CH:3]=1 |f:1.2|. Procedure details: 2,4-bis-benzyloxy-5-isopropyl-N-piperidin-1-yl-thiobenzamide (unpurified product of the previous step: F67-03), ethanol (5 mL), hydrazine monohydrate (0.5 mL) was placed in a test tube and heated for 1.5 hours under reflux. After completing the reaction, the reaction mixture was concentrated under reduced pressure while adding toluene several times. The residue thus obtained was subjected to the next step without purification.